This data is from the Open Reaction Database (ORD), a public repository of structured organic reaction records. The task is: describe an organic reaction: reactants, conditions, products, and yield Yields the product O=S(O)c1cccc2ccccc12. Reactants: O=C([O-])O, Cl, [Na+], [Na+], [Na+], O, O=S([O-])[O-], O=S(=O)(Cl)c1cccc2ccccc12. RXN SMILES: [C:1](=[O:2])([OH:3])[O-:4].[ClH:26].[Na+:10].[Na+:11].[Na+:5].[OH2:27].[S:6]([O-:7])([O-:8])=[O:9].[c:12]1([S:22](=[O:23])(=[O:24])[Cl:25])[cH:13][cH:14][cH:15][c:16]2[cH:17][cH:18][cH:19][cH:20][c:21]12>>[c:12]1([S:22](=[O:23])[OH:24])[cH:13][cH:14][cH:15][c:16]2[cH:17][cH:18][cH:19][cH:20][c:21]12. Reaction SMILES: [C:1]1(C)C(C)=CC=CC=1.[CH3:9][C:10]([O:12][CH2:13][CH2:14][O:15][CH3:16])=[O:11]>>[CH3:1][CH2:16][O:15][CH2:14][CH2:13][O:12][C:10]([CH3:9])=[O:11]. Starting materials: C=1(C(=CC=CC1)C)C (xylene), CC(=O)OCCOC (methyl Cellosolve acetate), polyamide-imide resin. The solvent is petroleum. Product: aromatic hydrocarbons, CCOCCOC(=O)C (ethyl Cellosolve acetate). Procedure details: When the polyamide-imide resin obtained in this invention is made into a varnish, there may be used as auxiliary solvents xylene, NISSEKI HISOL-100, 150 (trade names, mfd. by Nippon Petrochemicals Co., Ltd., aromatic hydrocarbons obtained from petroleum, b.p. 80°-300° C.), methyl Cellosolve acetate, ethyl Cellosolve acetate, γ-butyrolacetone and the like in combination with the basic organic solvents described above. Reactants: CCOc1ccc(CC(=O)Nc2cc(N(C)C(=O)NC(C)C)ccc2[N+](=O)[O-])cc1, CCOC(C)=O. The product is CCOc1ccc(CC(=O)Nc2cc(N(C)C(=O)NC(C)C)ccc2N)cc1. As a reaction SMILES: [CH3:1][N:2]([c:3]1[cH:4][cH:5][c:6]([N+:22]([O-:23])=[O:24])[c:7]([NH:9][C:10]([CH2:11][c:12]2[cH:13][cH:14][c:15]([O:18][CH2:19][CH3:20])[cH:16][cH:17]2)=[O:21])[cH:8]1)[C:25](=[O:26])[NH:27][CH:28]([CH3:29])[CH3:30].[CH3:31][CH2:32][O:33][C:34]([CH3:35])=[O:36]>>[CH3:1][N:2]([c:3]1[cH:4][cH:5][c:6]([NH2:22])[c:7]([NH:9][C:10]([CH2:11][c:12]2[cH:13][cH:14][c:15]([O:18][CH2:19][CH3:20])[cH:16][cH:17]2)=[O:21])[cH:8]1)[C:25](=[O:26])[NH:27][CH:28]([CH3:29])[CH3:30]. Reactants: N([C@@H](CC(OCC1=CC=CC=C1)=O)C(=O)NCCC1=CC=CC=C1)C(=O)OC(C)(C)C (Boc—Asp(Bzl)—CONH—CH2CH2Ph). Run in C(C)(=O)OCC (ethyl acetate). The product is N[C@@H](CC(OCC1=CC=CC=C1)=O)C(=O)NCCC1=CC=CC=C1 (H—Asp(Bzl)—CONH—CH2CH2Ph). As a reaction SMILES: [NH:1](C(OC(C)(C)C)=O)[C@H:2]([C:14]([NH:16][CH2:17][CH2:18][C:19]1[CH:24]=[CH:23][CH:22]=[CH:21][CH:20]=1)=[O:15])[CH2:3][C:4](=[O:13])[O:5][CH2:6][C:7]1[CH:12]=[CH:11][CH:10]=[CH:9][CH:8]=1>C(OCC)(=O)C>[NH2:1][C@H:2]([C:14]([NH:16][CH2:17][CH2:18][C:19]1[CH:20]=[CH:21][CH:22]=[CH:23][CH:24]=1)=[O:15])[CH2:3][C:4](=[O:13])[O:5][CH2:6][C:7]1[CH:12]=[CH:11][CH:10]=[CH:9][CH:8]=1. Procedure details: The ketoamide (8) (227 mg, 0.5 mmol) was dissolved in ethyl acetate (10 mL) and cooled in an ice bath. Dry HCl gas was bubbled through until the solution was saturated and then the solution was stirred at r.t. until the starting material had been consumed as indicated by tlc (˜30 min). The solvent was removed under reduced pressure to give 22. To a solution of Ac—Tyr—Val—Ala—OH (197 mg, 0.5 mmol) in dry THF (10 mL) and DMF (2 mL) cooled to −15° C. was added N-methyl morpholine (51 mg, 55 μL, 0.5... Starting materials: CN(C)CC1=CC2=C(CN(CC2)C(C2=CC=C(C=C2)C2(SCCS2)C2=CC=CC=C2)=O)O1 (N,N-Dimethyl-[6-[4-(2-phenyl-1,3-dithiolan-2-yl)benzoyl]-4,5,6,7-tetrahydrofuro[2,3-c]pyridin-2-ylmethyl]amine), Cl (hydrogen chloride). The solvent is CO (methanol), C(C)(=O)OCC (ethyl acetate). Product: Cl.CN(C)CC1=CC2=C(CN(CC2)C(C2=CC=C(C=C2)C2(SCCS2)C2=CC=CC=C2)=O)O1 (N,N-dimethyl-[6-[4-(2-phenyl-1,3-dithiolan-2-yl)benzoyl]-4,5,6,7-tetrahydrofuro[2,3-c]pyridin-2-ylmethyl]amine hydrochloride). Reaction SMILES: [CH3:1][N:2]([CH2:4][C:5]1[O:32][C:8]2[CH2:9][N:10]([C:13](=[O:31])[C:14]3[CH:19]=[CH:18][C:17]([C:20]4([C:25]5[CH:30]=[CH:29][CH:28]=[CH:27][CH:26]=5)[S:24][CH2:23][CH2:22][S:21]4)=[CH:16][CH:15]=3)[CH2:11][CH2:12][C:7]=2[CH:6]=1)[CH3:3].[ClH:33]>CO.C(OCC)(=O)C>[ClH:33].[CH3:3][N:2]([CH2:4][C:5]1[O:32][C:8]2[CH2:9][N:10]([C:13](=[O:31])[C:14]3[CH:19]=[CH:18][C:17]([C:20]4([C:25]5[CH:26]=[CH:27][CH:28]=[CH:29][CH:30]=5)[S:21][CH2:22][CH2:23][S:24]4)=[CH:16][CH:15]=3)[CH2:11][CH2:12][C:7]=2[CH:6]=1)[CH3:1] |f:4.5|. Reported procedure: N,N-Dimethyl-[6-[4-(2-phenyl-1,3-dithiolan-2-yl)benzoyl]-4,5,6,7-tetrahydrofuro[2,3-c]pyridin-2-ylmethyl]amine 0.384 g was dissolved in 2 ml of methanol; hydrogen chloride in ethyl acetate was added in excess, followed by stirring. This mixture was concentrated and washed with diethyl ether to yield the desired product. Procedure details: To a solution of 3-(2-aminoquinazolin-6-yl)-4-methylpyridin-2(1H)-one (103 mg, 408 μmol, Example 1, step 3) in DMF in a sealed tube was added sodium tert-butoxide (58.9 mg, 612 μmol). The mixture was stirred at RT for 5 min and turned from clear yellow to a suspension of yellow solids. 1-bromo-2-cyclohexylethane (76.7 μl, 490 μmol) was then added and the resulting mixture was heated to 70° C. over the weekend. Reaction was cooled to RT and was quenched with Sat'd NH4Cl and extracted with DCM. Pu... Product: NC1=NC2=CC=C(C=C2C=N1)C=1C(N(C=CC1C)CCC1CCCCC1)=O (3-(2-aminoquinazolin-6-yl)-1-(2-cyclohexylethyl)-4-methylpyridin-2(1H)-one). Reactants: NC1=NC2=CC=C(C=C2C=N1)C=1C(NC=CC1C)=O (3-(2-aminoquinazolin-6-yl)-4-methylpyridin-2(1H)-one), CC(C)([O-])C.[Na+] (sodium tert-butoxide), BrCCC1CCCCC1 (1-bromo-2-cyclohexylethane). Run in CN(C)C=O (DMF). Conditions: time 5 minute. Reaction SMILES: [NH2:1][C:2]1[N:11]=[CH:10][C:9]2[C:4](=[CH:5][CH:6]=[C:7]([C:12]3[C:13](=[O:19])[NH:14][CH:15]=[CH:16][C:17]=3[CH3:18])[CH:8]=2)[N:3]=1.CC(C)([O-])C.[Na+].Br[CH2:27][CH2:28][CH:29]1[CH2:34][CH2:33][CH2:32][CH2:31][CH2:30]1>CN(C=O)C>[NH2:1][C:2]1[N:11]=[CH:10][C:9]2[C:4](=[CH:5][CH:6]=[C:7]([C:12]3[C:13](=[O:19])[N:14]([CH2:27][CH2:28][CH:29]4[CH2:34][CH2:33][CH2:32][CH2:31][CH2:30]4)[CH:15]=[CH:16][C:17]=3[CH3:18])[CH:8]=2)[N:3]=1 |f:1.2|. Reactants: OC=1C=C(C(C(=O)O)=CC1)C(=O)O (4-Hydroxyphthalic acid), C(=O)([O-])[O-].[K+].[K+] (K2CO3), C(C1=CC=CC=C1)Br (Benzyl bromide). Run in CC(=O)C (acetone), O (water). Yields the product C(C1=CC=CC=C1)OC=1C=C(C(C(=O)OCC2=CC=CC=C2)=CC1)C(=O)OCC1=CC=CC=C1 (dibenzyl 4-benzyloxyphthalate). Yield: 165.7%. As a reaction SMILES: [OH:1][C:2]1[CH:3]=[C:4]([C:11]([OH:13])=[O:12])[C:5](=[CH:9][CH:10]=1)[C:6]([OH:8])=[O:7].C([O-])([O-])=O.[K+].[K+].[CH2:20](Br)[C:21]1[CH:26]=[CH:25][CH:24]=[CH:23][CH:22]=1>CC(C)=O.O>[CH2:20]([O:1][C:2]1[CH:3]=[C:4]([C:11]([O:13][CH2:11][C:4]2[CH:5]=[CH:9][CH:10]=[CH:2][CH:3]=2)=[O:12])[C:5](=[CH:9][CH:10]=1)[C:6]([O:8][CH2:20][C:21]1[CH:26]=[CH:25][CH:24]=[CH:23][CH:22]=1)=[O:7])[C:21]1[CH:26]=[CH:25][CH:24]=[CH:23][CH:22]=1 |f:1.2.3|. Procedure: 4-Hydroxyphthalic acid (3.50 g, 19.2 mmol) and K2CO3 (23.9 g, 173 mmol) in acetone (100 mL) and water (50 mL) were stirred at rt for 15 min. Benzyl bromide (20.6 mL, 173 mmol) was added and the mixture was heated under reflux for 3 d. Vacuum distillation (45°-50° C./1.1 mm) removed residual benzyl alcohol and the distillation residue was purified by gradient flash chromatography (10-30% ethyl acetate:hexane) to give dibenzyl 4-benzyloxyphthalate (7.20 g, 83%) as a pale yellow oil. TLC Rf 0.65 (2... The reactants are ClC1=CC=NC2=NC=CC=C12 (4-Chloro-[1,8]naphthyridine), NC1=C(C=CC(=C1)OCC1=CC(=CC=C1)F)SC1=CC=C(C=C1)O (4-[2-amino-4-(3-fluoro-benzyloxy)-phenylsulfanyl]-phenol). Yields the product FC=1C=C(COC2=CC(=C(C=C2)SC2=CC=C(C=C2)O)NC2=CC=NC3=NC=CC=C23)C=CC1 (4-[4-(3-Fluoro-benzyloxy)-2-([1,8]naphthyridin-4-ylamino)-phenylsulfanyl]-phenol). RXN SMILES: Cl[C:2]1[C:11]2[C:6](=[N:7][CH:8]=[CH:9][CH:10]=2)[N:5]=[CH:4][CH:3]=1.[NH2:12][C:13]1[CH:18]=[C:17]([O:19][CH2:20][C:21]2[CH:26]=[CH:25][CH:24]=[C:23]([F:27])[CH:22]=2)[CH:16]=[CH:15][C:14]=1[S:28][C:29]1[CH:34]=[CH:33][C:32]([OH:35])=[CH:31][CH:30]=1>>[F:27][C:23]1[CH:22]=[C:21]([CH:26]=[CH:25][CH:24]=1)[CH2:20][O:19][C:17]1[CH:16]=[CH:15][C:14]([S:28][C:29]2[CH:34]=[CH:33][C:32]([OH:35])=[CH:31][CH:30]=2)=[C:13]([NH:12][C:2]2[C:11]3[C:6](=[N:7][CH:8]=[CH:9][CH:10]=3)[N:5]=[CH:4][CH:3]=2)[CH:18]=1. Procedure details: The product from Example 16c (50 mg, 0.30 mmol) was reacted with 4-[2-amino-4-(3-fluoro-benzyloxy)-phenylsulfanyl]-phenol (102 mg, 0.30 mmol) for 22 h following the procedure from Example 1g giving the crude title compound which was purified by HPLC with TFA providing the product as a trifluoroacetic acid (75 mg, 43%). 1H NMR (300 MHz, DMSO-d6) δ ppm: 5.16 (s, 2H) 6.31 (d, J=7.36 Hz, 1H) 6.64 (d, J=8.82 Hz, 2H) 7.09-7.28 (m, 6H) 7.29 (2, 1H) 7.44 (m, J=6.61 Hz, 1H) 7.93 (dd, J=4.41 Hz, 1H) 8.47 ... Starting materials: CCOC(=O)NOC(=O)OCC, CN(C)C=O, CCOP(=O)(CCCCl)OCC, [K]. Yields the product CCOC(=O)ON(CCCP(=O)(OCC)OCC)C(=O)OCC. As a reaction SMILES: [CH2:14]([CH3:15])[O:16][C:17](=[O:18])[O:19][NH:20][C:21]([O:22][CH2:23][CH3:24])=[O:25].[CH3:26][N:27]([CH3:28])[CH:29]=[O:30].[Cl:1][CH2:2][CH2:3][CH2:4][P:5]([O:6][CH2:7][CH3:8])([O:9][CH2:10][CH3:11])=[O:12].[K:13]>>[CH2:2]([CH2:3][CH2:4][P:5]([O:6][CH2:7][CH3:8])([O:9][CH2:10][CH3:11])=[O:12])[N:20]([O:19][C:17]([O:16][CH2:14][CH3:15])=[O:18])[C:21]([O:22][CH2:23][CH3:24])=[O:25]. Reactants: COC=1C=CC2=C(C(CCCS2)=O)C1 (7-methoxy-3,4-dihydro-1-benzothiepin-5(2H)-one), C[O-].[Na+] (sodium methoxide), C(OC)(OC)=O (dimethyl carbonate), CS(=O)(=O)Cl (methanesulfonyl chloride), C1CCC2=NCCCN2CC1 (1,8-diazabicyclo[5,4,0]-7-undecene), Cl (hydrochloric acid), [BH4-].[Na+] (sodium borohydride). Run in C1CCOC1 (THF), C(C)N(CC)CC (triethylamine), O (water), O (water), CO (methanol), C1CCOC1 (THF). Conditions: time 1 hour. Product: COC=1C=CC2=C(C=C(CCS2)C(=O)OC)C1 (methyl 7-methoxy-2,3-dihydro-1-benzothiepine-4-carboxylate). RXN SMILES: [CH3:1][O:2][C:3]1[CH:4]=[CH:5][C:6]2[S:12][CH2:11][CH2:10][CH2:9][C:8](=O)[C:7]=2[CH:14]=1.C[O-].[Na+].Cl.[BH4-].[Na+].CS(Cl)(=O)=O.C1CCN2C(=NCCC2)CC1.[C:37](=O)([O:40]C)[O:38][CH3:39]>C1COCC1.O.C(N(CC)CC)C.CO>[CH3:1][O:2][C:3]1[CH:4]=[CH:5][C:6]2[S:12][CH2:11][CH2:10][C:9]([C:37]([O:38][CH3:39])=[O:40])=[CH:8][C:7]=2[CH:14]=1 |f:1.2,4.5|. Procedure details: A suspension of 7-methoxy-3,4-dihydro-1-benzothiepin-5(2H)-one (3.87 g) and sodium methoxide (5.0 g) in dimethyl carbonate (50 ml) was heated at reflux for 4 hours. The reaction mixture was mixed with 1 N hydrochloric acid (100 ml) and was then extracted with ethyl acetate. The organic layer was washed with an aqueous saturated solution of sodium chloride and was dried with magnesium sulfate. The resulting organic layer was concentrated under reduced pressure to obtain a yellow oily substance (4...